This data is from the Open Reaction Database (ORD), a public repository of structured organic reaction records. The task is: describe an organic reaction: reactants, conditions, products, and yield Starting materials: ClCC=1C2=C(OC1C)C(=CC=C2)[N+](=O)[O-] (3-chloromethyl-2-methyl-7-nitrobenzo[b]furan), C1(C=2C(C(N1)=O)=CC=CC2)=O.[K] (potassium phthalimide), O (water). Solvent: CN(C=O)C (N,N-dimethylformamide). Reaction conditions: time 3 hour. Yields the product CC1=C(C2=C(O1)C(=CC=C2)[N+](=O)[O-])CN2C(C=1C(C2=O)=CC=CC1)=O (2-methyl-7-nitro-3-phthalimidomethylbenzo[b]furan). The yield is 95.7%. As a reaction SMILES: Cl[CH2:2][C:3]1[C:4]2[CH:12]=[CH:11][CH:10]=[C:9]([N+:13]([O-:15])=[O:14])[C:5]=2[O:6][C:7]=1[CH3:8].[C:16]1(=[O:26])[NH:20][C:19](=[O:21])[C:18]2=[CH:22][CH:23]=[CH:24][CH:25]=[C:17]12.[K].O>CN(C)C=O>[CH3:8][C:7]1[O:6][C:5]2[C:9]([N+:13]([O-:15])=[O:14])=[CH:10][CH:11]=[CH:12][C:4]=2[C:3]=1[CH2:2][N:20]1[C:19](=[O:21])[C:18]2=[CH:22][CH:23]=[CH:24][CH:25]=[C:17]2[C:16]1=[O:26] |f:1.2,^1:26|. Reported procedure: A mixture of 3-chloromethyl-2-methyl-7-nitrobenzo[b]furan (410 mg) and potassium phthalimide (506 mg) in N,N-dimethylformamide (10 ml) was stirred at ambient temperature for 3 hours. Then, the mixture was poured into cold water and the separated solid was collected, washed with water and dried to give 2-methyl-7-nitro-3-phthalimidomethylbenzo[b]furan (585 mg). The reactants are [Na] (sodium), OC1C(C(CC1)C=CC(CCCCC)O)CCCCCCC(=O)OC (methyl 7-[2-hydroxy-5-(3-hydroxy-1-octenyl)cyclopentyl]heptanoate), CN (methylamine), [O-]CC.[Na+] (sodium ethoxide). Run in C(C)O (ethanol), C(C)O (ethanol), C(C)O (ethanol), C(C)O (ethanol). The product is CNC(CCCCCCC1C(CCC1C=CC(CCCCC)O)O)=O (N-methyl-7-[2-hydroxy-5-(3-hydroxy-1-octenyl)cyclopentyl]heptanoamide). Isolated yield 25.0%. As a reaction SMILES: [OH:1][CH:2]1[CH2:6][CH2:5][CH:4]([CH:7]=[CH:8][CH:9]([OH:15])[CH2:10][CH2:11][CH2:12][CH2:13][CH3:14])[CH:3]1[CH2:16][CH2:17][CH2:18][CH2:19][CH2:20][CH2:21][C:22]([O:24]C)=O.[CH3:26][NH2:27].[O-]CC.[Na+].[Na]>C(O)C>[CH3:26][NH:27][C:22](=[O:24])[CH2:21][CH2:20][CH2:19][CH2:18][CH2:17][CH2:16][CH:3]1[CH:4]([CH:7]=[CH:8][CH:9]([OH:15])[CH2:10][CH2:11][CH2:12][CH2:13][CH3:14])[CH2:5][CH2:6][CH:2]1[OH:1] |f:2.3,^1:31|. Reported procedure: To a solution of methyl 7-[2-hydroxy-5-(3-hydroxy-1-octenyl)cyclopentyl]heptanoate (0.8 g.) [prepared as described in Example 5] in ethanol (16 ml.) was added 33% methylamine in ethanol (4 ml.) followed by sodium ethoxide in ethanol [0.8 ml. of a solution prepared by dissolving sodium (0.2 g.) in ethanol (1 ml.)]. The resulting solution was refluxed for 1 day and the ethanol removed in vacuo. The residue was diluted with ice-cooled water and extracted twice with dichloromethane. The combined dic...